Dataset: the Open Reaction Database (ORD), a public repository of structured organic reaction records. Task: describe an organic reaction: reactants, conditions, products, and yield The reagents and catalysts are O=C([O-])[O-].[Cs+].[Cs+] (cesium carbonate), [I-].[K+] (potassium iodide). Solvent: CN(C)C=O (DMF), CN(C)C=O (dmf), CN(C)C=O (DMF). Reactants: CC(Cl)c1cccnc1, NCCSCC1=CC=CO1. Conditions: temperature 70 celsius, time 16 hour. Yields the product CC(C1=CC=CN=C1)NCCSCC2=CC=CO2. Starting materials: O=C(O)c1ccc(Br)cc1F, Cc1ccccc1, O=S(Cl)Cl. Yields the product O=C(Cl)c1ccc(Br)cc1F. Reaction SMILES: [Br:1][c:2]1[cH:3][c:4]([F:11])[c:5]([C:6](=[O:7])[OH:8])[cH:9][cH:10]1.[CH3:16][c:17]1[cH:18][cH:19][cH:20][cH:21][cH:22]1.[S:12]([Cl:13])([Cl:14])=[O:15]>>[Br:1][c:2]1[cH:3][c:4]([F:11])[c:5]([C:6](=[O:7])[Cl:14])[cH:9][cH:10]1. The reactants are S(O)(O)(=O)=O (sulfuric acid), CrO3, O (H2O), OC1CC(CCC1)C(=O)O (3-hydroxycyclohexane-1-carboxylic acid), CC(=O)C.OS(=O)(=O)O.O=[Cr](=O)=O (Jones reagent). Solvent: CC(=O)C (acetone). Reaction conditions: time 2 hour. Yields the product O=C1CC(CCC1)C(=O)O (3-oxocyclohexane-1-carboxylic acid). Yield: 80.2%. Reaction SMILES: S(=O)(=O)(O)O.O.[OH:7][CH:8]1[CH2:13][CH2:12][CH2:11][CH:10]([C:14]([OH:16])=[O:15])[CH2:9]1.CC(C)=O.OS(O)(=O)=O.O=[Cr](=O)=O>CC(C)=O>[O:7]=[C:8]1[CH2:13][CH2:12][CH2:11][CH:10]([C:14]([OH:16])=[O:15])[CH2:9]1 |f:3.4.5|. Procedure details: The Jones oxidation reagent was prepared from sulfuric acid (30 mL), CrO3 (8.1 g) and H2O (30 mL) in an ice/water bath. A solution of 3-hydroxycyclohexane-1-carboxylic acid (11 g, 76.3 mmol, 1.00 equiv) in acetone (150 mL) was added slowly the prepared Jones reagent at 0° C. in 30 min. After addition, the resulting solution was stirred for 2 h at room temperature and the solids were filtered out. The resulting solution was extracted with DCM (3×100 mL). The combined organic layers were washed wi... Starting materials: C(C)(=O)OCC(=O)NC=1C(=C(C(=C(C1I)NC(COC(C)=O)=O)I)CC(COC(C)=O)OC(C)=O)I (3,5-Bis-(acetoxyacetamido)-2,4,6-triiodo-(2,3-diacetoxypropyl)benzene), C(C)(=O)OCCBr (2-bromoethyl acetate), C([O-])([O-])=O.[Cs+].[Cs+] (cesium carbonate). Product: C(C)(=O)OCC(=O)NC=1C(=C(C(=C(C1I)CC(COC(C)=O)OC(C)=O)I)N(C(COC(C)=O)=O)CCOC(C)=O)I (5-Acetoxyacetamido-3-[N-(2-acetoxyethyl)-acetoxyacetamido]-2,4,6-triiodo-(2,3-diacetoxypropyl)benzene). Isolated yield 12.0%. RXN SMILES: [C:1]([O:4][CH2:5][C:6]([NH:8][C:9]1[C:10]([I:36])=[C:11]([CH2:25][CH:26]([O:32][C:33](=[O:35])[CH3:34])[CH2:27][O:28][C:29](=[O:31])[CH3:30])[C:12]([I:24])=[C:13]([NH:16][C:17](=[O:23])[CH2:18][O:19][C:20](=[O:22])[CH3:21])[C:14]=1[I:15])=[O:7])(=[O:3])[CH3:2].[C:37]([O:40][CH2:41][CH2:42]Br)(=[O:39])[CH3:38].C(=O)([O-])[O-].[Cs+].[Cs+]>>[C:1]([O:4][CH2:5][C:6]([NH:8][C:9]1[C:14]([I:15])=[C:13]([N:16]([CH2:42][CH2:41][O:40][C:37](=[O:39])[CH3:38])[C:17](=[O:23])[CH2:18][O:19][C:20](=[O:22])[CH3:21])[C:12]([I:24])=[C:11]([CH2:25][CH:26]([O:32][C:33](=[O:35])[CH3:34])[CH2:27][O:28][C:29](=[O:31])[CH3:30])[C:10]=1[I:36])=[O:7])(=[O:3])[CH3:2] |f:2.3.4|. Procedure: 3,5-Bis-(acetoxyacetamido)-2,4,6-triiodo-(2,3-diacetoxypropyl)benzene, Example 71 a, was alkylated using 2-bromoethyl acetate in the presence of cesium carbonate according to the general procedure given in Example 25a. The reaction product was purified by HPLC to give the two products. 5-Acetoxyacetamido-3-[N-(2-acetoxyethyl)-acetoxyacetamido]-2,4,6-triiodo-(2,3-diacetoxypropyl)benzene was isolated in 12% yield. Reactants: ClC1=CC(=NC=C1)C(=O)NC (4-Chloro-N-methylpicolinamide), OC1=CC=C(C=C1)NC(C1=C(C=CC=C1)NC1=CC=CC=C1)=O (N-(4-hydroxyphenyl)-2-(phenylamino)benzamide), C([O-])([O-])=O.[Cs+].[Cs+] (cesium carbonate), CS(=O)C (DMSO). Run at time 16 hour. The product is CNC(C1=NC=CC(=C1)OC1=CC=C(C=C1)NC(C1=C(C=CC=C1)NC1=CC=CC=C1)=O)=O (N-Methyl-4-(4-(2-(phenylamino)benzamido)phenoxy)picolinamide). Reaction SMILES: Cl[C:2]1[CH:7]=[CH:6][N:5]=[C:4]([C:8]([NH:10][CH3:11])=[O:9])[CH:3]=1.[OH:12][C:13]1[CH:18]=[CH:17][C:16]([NH:19][C:20](=[O:34])[C:21]2[CH:26]=[CH:25][CH:24]=[CH:23][C:22]=2[NH:27][C:28]2[CH:33]=[CH:32][CH:31]=[CH:30][CH:29]=2)=[CH:15][CH:14]=1.C(=O)([O-])[O-].[Cs+].[Cs+].CS(C)=O>>[CH3:11][NH:10][C:8](=[O:9])[C:4]1[CH:3]=[C:2]([O:12][C:13]2[CH:14]=[CH:15][C:16]([NH:19][C:20](=[O:34])[C:21]3[CH:26]=[CH:25][CH:24]=[CH:23][C:22]=3[NH:27][C:28]3[CH:29]=[CH:30][CH:31]=[CH:32][CH:33]=3)=[CH:17][CH:18]=2)[CH:7]=[CH:6][N:5]=1 |f:2.3.4|. Procedure details: 4-Chloro-N-methylpicolinamide (70 mg, 410 μmol), N-(4-hydroxyphenyl)-2-(phenylamino)benzamide (150 mg, 492 μmol), cesium carbonate (267 mg, 821 μmol), and DMSO (410 μl 410 μmol) were added into a screw-capped test tube. The tube was sealed and placed in a preheated oil bath at 130° C. After 16 h, LC-MS showed mainly desired product. Water was added, and a gray solid precipitated out of the solution. The solid was filtered off and rinsed with water. The product was purified by reverse phase prepa... Reactants: CI, CS(C)=O, Cc1cc(C)c(C)c(O)c1, [H-], [Na+], O. Yields the product COc1cc(C)cc(C)c1C. As a reaction SMILES: [CH3:11][I:12].[CH3:16][S:17]([CH3:18])=[O:19].[CH3:1][c:2]1[cH:3][c:4]([CH3:5])[c:6]([CH3:7])[c:8]([OH:9])[cH:10]1.[H-:13].[Na+:14].[OH2:15]>>[CH3:1][c:2]1[cH:3][c:4]([CH3:5])[c:6]([CH3:7])[c:8]([O:9][CH3:11])[cH:10]1. Starting materials: C1(=CC=CC=C1)O (phenol), COC(CC1=CC=C(C=C1)O)=O (methyl-4-hydroxyphenylacetate), C1(=CC=CC=C1)B(O)O (phenylboronic acid), CC(=CC=O)C (3-methylbut-2-enal). The solvent is C1(=CC(=CC=C1)C)C (m-xylene), C(C)(=O)O (acetic acid). Run at time 2 hour. Yields the product COC(CC=1C=C2C=CC(OC2=CC1)(C)C)=O (methyl-(2,2-dimethyl-2H-chromen-6-yl)acetate). The yield is 43.2%. RXN SMILES: [CH3:1][O:2][C:3](=[O:12])[CH2:4][C:5]1[CH:10]=[CH:9][C:8]([OH:11])=[CH:7][CH:6]=1.C1(B(O)O)C=CC=CC=1.[CH3:22][C:23]([CH3:27])=[CH:24][CH:25]=O.C1(O)C=CC=CC=1>C(O)(=O)C.C1(C)C=CC=C(C)C=1>[CH3:1][O:2][C:3](=[O:12])[CH2:4][C:5]1[CH:6]=[C:7]2[C:8](=[CH:9][CH:10]=1)[O:11][C:23]([CH3:27])([CH3:22])[CH:24]=[CH:25]2. Procedure: 175.6 g methyl-4-hydroxyphenylacetate and 128.9 g phenylboronic acid were added to 3.5 l m-xylene. 88.9 g 3-methylbut-2-enal, and 130 ml of glacial acetic acid were added to this mixture. The mixture was heated to 140° C. in a Dean-Stark apparatus under a nitrogen atmosphere until approximately 70% of the phenol had reacted (approximately 48-72 hours). Then the reaction mixture was allowed to cool to room temperature, the mixture was filtered, and the solvent was evaporated at reduced pressure. ... The reactants are C(=O)(O)C1=C(C=2C=C(C=C3C2N(CCO3)C1=O)OC)O (6-carboxy-2,3-dihydro-7-hydroxy-9-methoxy-5-oxo-5H-pyrido[1,2,3-de]-1,4-benzoxazine), C(C)OC(=O)C1NC2=CC=CC=C2C1 (2-ethoxycarbonylindoline), C1(CCCCC1)N=C=NC1CCCCC1 (1,3-dicyclohexylcarbodiimide). Run in C1(=CC=CC=C1)C (toluene). Run at temperature 90 celsius, time 3 hour. Yields the product C(C)OC(=O)C1N(C2=CC=CC=C2C1)C(=O)C1=C(C=2C=C(C=C3C2N(CCO3)C1=O)OC)O (2,3-dihydro-6-(2-ethoxycarbonyl-1-indolinylcarbonyl)-7-hydroxy-9-methoxy-5-oxo-5H-pyrido[1,2,3-de]-1,4-benzoxazine). Isolated yield 114.9%. Reaction SMILES: [C:1]([C:4]1[C:16](=[O:17])[N:12]2[CH2:13][CH2:14][O:15][C:10]3[C:11]2=[C:6]([CH:7]=[C:8]([O:18][CH3:19])[CH:9]=3)[C:5]=1[OH:20])([OH:3])=O.[CH2:21]([O:23][C:24]([CH:26]1[CH2:34][C:33]2[C:28](=[CH:29][CH:30]=[CH:31][CH:32]=2)[NH:27]1)=[O:25])[CH3:22].C1(N=C=NC2CCCCC2)CCCCC1>C1(C)C=CC=CC=1>[CH2:21]([O:23][C:24]([CH:26]1[CH2:34][C:33]2[C:28](=[CH:29][CH:30]=[CH:31][CH:32]=2)[N:27]1[C:1]([C:4]1[C:16](=[O:17])[N:12]2[CH2:13][CH2:14][O:15][C:10]3[C:11]2=[C:6]([CH:7]=[C:8]([O:18][CH3:19])[CH:9]=3)[C:5]=1[OH:20])=[O:3])=[O:25])[CH3:22]. Procedure details: A mixture of 6-carboxy-2,3-dihydro-7-hydroxy-9-methoxy-5-oxo-5H-pyrido[1,2,3-de]-1,4-benzoxazine (1.5 g), 2-ethoxycarbonylindoline (2.3 g) and 1,3-dicyclohexylcarbodiimide (3 g) in toluene (20 ml) was stirred at 90° C. for 3 hours. The mixture was filtered and the filtrate was concentrated in vacuo. The residue was purified by column chromatography on silica gel eluting with chloroform-methanol (30:1) to give 2,3-dihydro-6-(2-ethoxycarbonyl-1-indolinylcarbonyl)-7-hydroxy-9-methoxy-5-oxo-5H-pyrid...